From a dataset of the Open Reaction Database (ORD), a public repository of structured organic reaction records. describe an organic reaction: reactants, conditions, products, and yield Reactants: COC=1C=C2C(=C(NC(C2=CC1)=S)C)C1=CC=CC=C1 (6-methoxy-3-methyl-4-phenylisoquinoline-1(2H)-thione), [NH4+].[Cl-] (NH4Cl), [H-].[Na+] (NaH), IC (Iodomethane). Solvent: CN(C)C=O (DMF). Conditions: time 30 minute. Yields the product COC=1C=C2C(=C(N=C(C2=CC1)SC)C)C1=CC=CC=C1 (6-methoxy-3-methyl-1-(methylthio)-4phenylisoquinoline). As a reaction SMILES: [CH3:1][O:2][C:3]1[CH:4]=[C:5]2[C:10](=[CH:11][CH:12]=1)[C:9](=[S:13])[NH:8][C:7]([CH3:14])=[C:6]2[C:15]1[CH:20]=[CH:19][CH:18]=[CH:17][CH:16]=1.[H-].[Na+].I[CH3:24].[NH4+].[Cl-]>CN(C=O)C>[CH3:1][O:2][C:3]1[CH:4]=[C:5]2[C:10](=[CH:11][CH:12]=1)[C:9]([S:13][CH3:24])=[N:8][C:7]([CH3:14])=[C:6]2[C:15]1[CH:20]=[CH:19][CH:18]=[CH:17][CH:16]=1 |f:1.2,4.5|. Procedure details: 6-methoxy-3-methyl-4-phenylisoquinoline-1(2H)-thione (0.9 g) was combined with 20 mL DMF and 0.33 g of NaH (60% dispersion in mineral oil). The reaction was heated to 60 C and stirred for 30 min. Iodomethane (0.33 mL) was added, and the reaction was stirred overnight at 60 C, then poured into saturated aqueous NH4Cl. The mixture was extracted with EtOAc (3×), then the combined organic solutions were washed with water (1×) and brine (1×), dried (Na2SO4) and concentrated to give 6-methoxy-3-methyl... The yield is 108.0%. RXN SMILES: [NH:1]1[CH:5]=[CH:4][N:3]=[C:2]1[C:6]1[CH:7]=[N:8][CH:9]=[CH:10][CH:11]=1.[H][H]>C(O)C.[Pt]=O>[NH:1]1[CH:5]=[CH:4][N:3]=[C:2]1[CH:6]1[CH2:11][CH2:10][CH2:9][NH:8][CH2:7]1. The solvent is C(C)O (ethyl alcohol). Starting materials: N1C(=NC=C1)C=1C=NC=CC1 (3-(1H-imidazol-2-yl)pyridine), [H][H] (hydrogen). Procedure: 3-(1H-imidazol-2-yl)pyridine (4.0 g, 0.0275M) and platinum oxide (0.5 g) in ethyl alcohol (50 ml) and 1NHCl (50 ml) was reduced at 45 psig of hydrogen for 4 hrs. The reaction mixture was filtered and the filtrate was stripped to dryness and crystallized from MeOH-EtOH to give 3-(1H-imidazol-2-yl)piperidine (4.5 g, 74% yield, mp 295° dec.). The product is N1C(=NC=C1)C1CNCCC1 (3-(1H-imidazol-2-yl)piperidine). Reagents/catalysts: [Pt]=O (platinum oxide). The reactants are CC(=O)O[BH-](OC(C)=O)OC(C)=O, C1CCOC1, CC(=O)O, CC(C)(C)OC(=O)NC1=NC2(c3cc(N)ccc3F)OCCC2CS1, [Na+], O=C1CCCC1. Yields the product CC(C)(C)OC(=O)NC1=NC2(c3cc(NC4CCCC4)ccc3F)OCCC2CS1. RXN SMILES: [C:32]([O:33][BH-:34]([O:35][C:36](=[O:37])[CH3:38])[O:39][C:40](=[O:41])[CH3:42])(=[O:43])[CH3:44].[CH2:50]1[O:51][CH2:52][CH2:53][CH2:54]1.[CH3:46][C:47](=[O:48])[OH:49].[NH2:1][c:2]1[cH:3][cH:4][c:5]([F:25])[c:6]([C:8]23[N:9]=[C:10]([NH:17][C:18]([O:19][C:20]([CH3:21])([CH3:22])[CH3:23])=[O:24])[S:11][CH2:12][CH:13]2[CH2:14][CH2:15][O:16]3)[cH:7]1.[Na+:45].[O:26]=[C:27]1[CH2:28][CH2:29][CH2:30][CH2:31]1>>[NH:1]([c:2]1[cH:3][cH:4][c:5]([F:25])[c:6]([C:8]23[N:9]=[C:10]([NH:17][C:18]([O:19][C:20]([CH3:21])([CH3:22])[CH3:23])=[O:24])[S:11][CH2:12][CH:13]2[CH2:14][CH2:15][O:16]3)[cH:7]1)[CH:27]1[CH2:28][CH2:29][CH2:30][CH2:31]1. Starting materials: CCOC(=O)CC(=O)CCl, CCO. Yields the product CCOC(=O)CC(O)CCl. RXN SMILES: [CH2:1]([CH3:2])[O:3][C:4]([CH2:5][C:6](=[O:7])[CH2:8][Cl:9])=[O:10].[CH3:11][CH2:12][OH:13]>>[CH2:1]([CH3:2])[O:3][C:4]([CH2:5][CH:6]([OH:7])[CH2:8][Cl:9])=[O:10]. Reactants: solution, BrCC1=CC=C(C=C1)CC(=O)O (4-bromomethylphenylacetic acid), Cl (hydrochloric acid). Run in C1CCOC1 (THF), C1CCOC1 (THF). Reaction conditions: temperature 0 celsius. Yields the product BrCC1=CC=C(C=C1)CCO (2-[4-(bromomethyl)phenyl]ethanol). Isolated yield 90.0%. RXN SMILES: [Br:1][CH2:2][C:3]1[CH:8]=[CH:7][C:6]([CH2:9][C:10](O)=[O:11])=[CH:5][CH:4]=1.Cl>C1COCC1>[Br:1][CH2:2][C:3]1[CH:8]=[CH:7][C:6]([CH2:9][CH2:10][OH:11])=[CH:5][CH:4]=1. Procedure details: 3.85 g (18.81 mmol) of 4-bromomethylphenylacetic acid are dissolved in 150 ml of THF, and 20 ml of a 1M solution of BH3 in THF is added slowly with stirring, at 0° C. The reaction mixture is then slowly warmed to room temperature and stirred overnight at room temperature. 2M hydrochloric acid is added, and the reaction mixture is extracted with ethyl acetate. The organic phase is dried over magnesium sulfate, filtered and concentrated. 3.64 g (16.92 mmol) of the 2-[4-(bromomethyl)phenyl]ethanol ... Starting materials: CC1(C=CC=2CCCNC2C1)C (7,7-Dimethyl-1,2,3,4,7,8-hexahydro-quinolin), BrCCC(C)C (1-bromo-3-methylbutane), CC(C)N1C=C(CCC1)C(=O)C (Methyl 1-(1-methylethyl)-1,4,5,6-tetrahydro-3-pyridyl ketone). The product is CC1(CC(C=2CCCN(C2C1)CCC(C)C)=O)C (7,7-dimethyl-1,2,3,4,7, 8-hexahydro-1-(3-methylbutyl)-quinolin-5(6H)one). Reaction SMILES: [CH3:1][C:2]1([CH3:12])[CH2:11][C:10]2[NH:9][CH2:8][CH2:7][CH2:6][C:5]=2[CH:4]=[CH:3]1.Br[CH2:14][CH2:15][CH:16]([CH3:18])[CH3:17].CC(N1CCCC(C(C)=[O:29])=C1)C>>[CH3:1][C:2]1([CH3:12])[CH2:11][C:10]2[N:9]([CH2:14][CH2:15][CH:16]([CH3:18])[CH3:17])[CH2:8][CH2:7][CH2:6][C:5]=2[C:4](=[O:29])[CH2:3]1. Procedure: 7,7-Dimethyl-1,2,3,4,7,8-hexahydro-quinolin- (5(6H)-one was reacted with 1-bromo-3-methylbutane according to the procedures of Part (b) of Example 1 to give 7,7-dimethyl-1,2,3,4,7, 8-hexahydro-1-(3-methylbutyl)-quinolin-5(6H)one (18) as a pale yellow oil. The reactants are [N+](=O)([O-])C1=C(CCl)C=CC=C1 (o-nitrobenzylchloride), SCC(=O)OC (methyl mercaptoacetate), C([O-])([O-])=O.[K+].[K+] (potassium carbonate). Solvent: CC(=O)C (acetone). Yields the product [N+](=O)([O-])C1=C(CSCC(=O)OC)C=CC=C1 (methyl (o-nitrobenzylthio)-acetate). As a reaction SMILES: [N+:1]([C:4]1[CH:11]=[CH:10][CH:9]=[CH:8][C:5]=1[CH2:6]Cl)([O-:3])=[O:2].[SH:12][CH2:13][C:14]([O:16][CH3:17])=[O:15].C(=O)([O-])[O-].[K+].[K+]>CC(C)=O>[N+:1]([C:4]1[CH:11]=[CH:10][CH:9]=[CH:8][C:5]=1[CH2:6][S:12][CH2:13][C:14]([O:16][CH3:17])=[O:15])([O-:3])=[O:2] |f:2.3.4|. Procedure details: A mixture of o-nitrobenzylchloride (17.2 g), methyl mercaptoacetate (8.9 ml), and potassium carbonate (27.6 g) was refluxed with stirring in acetone (200 ml) for 6 hours. The reaction mixture was filtered and evaporated to leave the title compound as an oil.